This data is from the Open Reaction Database (ORD), a public repository of structured organic reaction records. The task is: describe an organic reaction: reactants, conditions, products, and yield The reactants are CCC(C)C(NS(=O)(=O)Cc1ccccc1)C(=O)NC(CCSC)C(=O)OC, CCO, Cl, [Na+], [OH-]. Product: CCC(C)C(NS(=O)(=O)Cc1ccccc1)C(=O)NC(CCSC)C(=O)O. RXN SMILES: [CH3:1][O:2][C:3]([CH:4]([NH:5][C:6]([CH:7]([NH:8][S:9](=[O:10])(=[O:11])[CH2:12][c:13]1[cH:14][cH:15][cH:16][cH:17][cH:18]1)[CH:19]([CH3:20])[CH2:21][CH3:22])=[O:23])[CH2:24][CH2:25][S:26][CH3:27])=[O:28].[CH3:30][CH2:31][OH:32].[ClH:29].[Na+:34].[OH-:33]>>[O:2]=[C:3]([CH:4]([NH:5][C:6]([CH:7]([NH:8][S:9](=[O:10])(=[O:11])[CH2:12][c:13]1[cH:14][cH:15][cH:16][cH:17][cH:18]1)[CH:19]([CH3:20])[CH2:21][CH3:22])=[O:23])[CH2:24][CH2:25][S:26][CH3:27])[OH:28]. Reactants: C(C)(C)(C)OC(=O)N(C(OC(C)(C)C)=O)[C@@H]1C(O[C@H]([C@@H]([C@H](COC1)O)O)C)=O (tert-butyl N-tert-butoxycarbonyl-N-[(3S,7S,8R,9S)-7,8-dihydroxy-9-methyl-2-oxo-1,5-dioxonan-3-yl]carbamate), C(OCC=C)(OC(C)(C)C)=O (allyl tert-butyl carbonate), C1CCOC1 (THF). The reagents and catalysts are C=1C=CC(=CC1)/C=C/C(=O)/C=C/C2=CC=CC=C2.C=1C=CC(=CC1)/C=C/C(=O)/C=C/C2=CC=CC=C2.C=1C=CC(=CC1)/C=C/C(=O)/C=C/C2=CC=CC=C2.[Pd].[Pd] (Pd2(dba)3), C1=CC=C(C=C1)P([C-]2C=CC=C2)C3=CC=CC=C3.C1=CC=C(C=C1)P([C-]2C=CC=C2)C3=CC=CC=C3.[Fe+2] (dppf). Reaction conditions: temperature 60 celsius, time 1 hour. Product: C(C)(C)(C)OC(=O)N(C(OC(C)(C)C)=O)[C@@H]1C(O[C@H]([C@@H]([C@H](COC1)OCC=C)OCC=C)C)=O (tert-butyl N-tert-butoxycarbonyl-N-[(3S,7S,8S,9S)-7,8-diallyloxy-9-methyl-2-oxo-1,5-dioxonan-3-yl]carbamate). Yield: 83.0%. Reaction SMILES: [C:1]([O:5][C:6]([N:8]([C@H:16]1[CH2:24][O:23][CH2:22][C@H:21]([OH:25])[C@@H:20]([OH:26])[C@H:19]([CH3:27])[O:18][C:17]1=[O:28])[C:9](=[O:15])[O:10][C:11]([CH3:14])([CH3:13])[CH3:12])=[O:7])([CH3:4])([CH3:3])[CH3:2].C(=O)(OC(C)(C)C)O[CH2:31][CH:32]=[CH2:33].[CH2:40]1[CH2:44]OC[CH2:41]1>C1C=CC(/C=C/C(/C=C/C2C=CC=CC=2)=O)=CC=1.C1C=CC(/C=C/C(/C=C/C2C=CC=CC=2)=O)=CC=1.C1C=CC(/C=C/C(/C=C/C2C=CC=CC=2)=O)=CC=1.[Pd].[Pd].C1C=CC(P(C2C=CC=CC=2)[C-]2C=CC=C2)=CC=1.C1C=CC(P(C2C=CC=CC=2)[C-]2C=CC=C2)=CC=1.[Fe+2]>[C:11]([O:10][C:9]([N:8]([C@H:16]1[CH2:24][O:23][CH2:22][C@H:21]([O:25][CH2:33][CH:32]=[CH2:31])[C@@H:20]([O:26][CH2:44][CH:40]=[CH2:41])[C@H:19]([CH3:27])[O:18][C:17]1=[O:28])[C:6](=[O:7])[O:5][C:1]([CH3:2])([CH3:3])[CH3:4])=[O:15])([CH3:14])([CH3:13])[CH3:12] |f:3.4.5.6.7,8.9.10|. Procedure: To a stirred solution of tert-butyl N-tert-butoxycarbonyl-N-[(3S,7S,8R,9S)-7,8-dihydroxy-9-methyl-2-oxo-1,5-dioxonan-3-yl]carbamate (170 mg, 0.419 mmol), Pd2(dba)3 (38.4 mg, 0.042 mmol) and dppf (46.5 mg, 0.084 mmol) in anhydrous THF (4.0 mL) was added allyl tert-butyl carbonate (332 mg, 2.096 mmol) and the resulting mixture was warmed to 60° C. and stirred for 1 h. The reaction was concentrated and the residue purified by flash chromatography (SiO2, EtOAc/hexanes) to yield the title compound as... Procedure details: By the reaction in the same manner as in Example 33-(ii) using 4-[1-hydroxy-2-methyl-1-(1-trityl-1H-imidazol-4-yl)propyl]phenylboronic acid (3.47 g), 2-(3-bromophenyl)-N-methylacetamide (0.93 g) and tetrakis(triphenylphosphine)palladium(0) (0.21 g), the title compound (580 mg) was obtained as colorless powder crystals. Yields the product OC(C(C)C)(C=1N=CN(C1)C(C1=CC=CC=C1)(C1=CC=CC=C1)C1=CC=CC=C1)C1=CC=C(C=C1)C1=CC(=CC=C1)CC(=O)NC (2-{4′-[1-hydroxy-2-methyl-1-(1-trityl-1H-imidazol-4-yl)propyl][1,1′-biphenyl]-3-yl}-N-methylacetamide). As a reaction SMILES: [OH:1][C:2]([C:30]1[CH:35]=[CH:34][C:33](B(O)O)=[CH:32][CH:31]=1)([C:6]1[N:7]=[CH:8][N:9]([C:11]([C:24]2[CH:29]=[CH:28][CH:27]=[CH:26][CH:25]=2)([C:18]2[CH:23]=[CH:22][CH:21]=[CH:20][CH:19]=2)[C:12]2[CH:17]=[CH:16][CH:15]=[CH:14][CH:13]=2)[CH:10]=1)[CH:3]([CH3:5])[CH3:4].Br[C:40]1[CH:41]=[C:42]([CH2:46][C:47]([NH:49][CH3:50])=[O:48])[CH:43]=[CH:44][CH:45]=1>C1C=CC([P]([Pd]([P](C2C=CC=CC=2)(C2C=CC=CC=2)C2C=CC=CC=2)([P](C2C=CC=CC=2)(C2C=CC=CC=2)C2C=CC=CC=2)[P](C2C=CC=CC=2)(C2C=CC=CC=2)C2C=CC=CC=2)(C2C=CC=CC=2)C2C=CC=CC=2)=CC=1>[OH:1][C:2]([C:30]1[CH:35]=[CH:34][C:33]([C:44]2[CH:45]=[CH:40][CH:41]=[C:42]([CH2:46][C:47]([NH:49][CH3:50])=[O:48])[CH:43]=2)=[CH:32][CH:31]=1)([C:6]1[N:7]=[CH:8][N:9]([C:11]([C:24]2[CH:29]=[CH:28][CH:27]=[CH:26][CH:25]=2)([C:18]2[CH:23]=[CH:22][CH:21]=[CH:20][CH:19]=2)[C:12]2[CH:17]=[CH:16][CH:15]=[CH:14][CH:13]=2)[CH:10]=1)[CH:3]([CH3:5])[CH3:4] |^1:54,56,75,94|. The yield is 23.5%. The reagents and catalysts are C=1C=CC(=CC1)[P](C=2C=CC=CC2)(C=3C=CC=CC3)[Pd]([P](C=4C=CC=CC4)(C=5C=CC=CC5)C=6C=CC=CC6)([P](C=7C=CC=CC7)(C=8C=CC=CC8)C=9C=CC=CC9)[P](C=1C=CC=CC1)(C=1C=CC=CC1)C=1C=CC=CC1 (tetrakis(triphenylphosphine)palladium(0)). Starting materials: OC(C(C)C)(C=1N=CN(C1)C(C1=CC=CC=C1)(C1=CC=CC=C1)C1=CC=CC=C1)C1=CC=C(C=C1)B(O)O (4-[1-hydroxy-2-methyl-1-(1-trityl-1H-imidazol-4-yl)propyl]phenylboronic acid), BrC=1C=C(C=CC1)CC(=O)NC (2-(3-bromophenyl)-N-methylacetamide). Reactants: C(C)OC(C(CC=1C=C2C=CNC2=CC1)OCC)=O (rac-2-ethoxy-3-(1H-indol-5-yl)-propionic acid ethyl ester), BrCC=1N=C(SC1C)C1=CC=CC=C1 (4-bromomethyl-5-methyl-2-phenyl-thiazole). Product: C(C)OC(C(=O)O)CC=1C=C2C=CN(C2=CC1)CC=1N=C(SC1C)C1=CC=CC=C1 (Rac-2-Ethoxy-3-[1-(5-methyl-2-phenyl-thiazol-4-ylmethyl)-1H-indol-5-yl]-propionic Acid). Yield: 1.0%. As a reaction SMILES: C([O:3][C:4](=[O:19])[CH:5]([O:16][CH2:17][CH3:18])[CH2:6][C:7]1[CH:8]=[C:9]2[C:13](=[CH:14][CH:15]=1)[NH:12][CH:11]=[CH:10]2)C.Br[CH2:21][C:22]1[N:23]=[C:24]([C:28]2[CH:33]=[CH:32][CH:31]=[CH:30][CH:29]=2)[S:25][C:26]=1[CH3:27]>>[CH2:17]([O:16][CH:5]([CH2:6][C:7]1[CH:8]=[C:9]2[C:13](=[CH:14][CH:15]=1)[N:12]([CH2:21][C:22]1[N:23]=[C:24]([C:28]3[CH:33]=[CH:32][CH:31]=[CH:30][CH:29]=3)[S:25][C:26]=1[CH3:27])[CH:11]=[CH:10]2)[C:4]([OH:3])=[O:19])[CH3:18]. Procedure: Starting from rac-2-ethoxy-3-(1H-indol-5-yl)-propionic acid ethyl ester and 4-bromomethyl-5-methyl-2-phenyl-thiazole, the title compound was obtained in 1% yield as a yellow oil. MS: (M+H)+ 421.2. The reactants are CN1C(=C(C(=O)O)C(C=C1C1=CC=CC=C1)=O)C (1,2-dimethyl-6-phenyl-4-oxonicotinic acid), [OH-].[Na+] (sodium hydroxide). Run in CO (methanol). Product: CN1C(=C(C(=O)[O-])C(C=C1C1=CC=CC=C1)=O)C.[Na+] (Sodium 1,2-dimethyl-6-phenyl-4-oxonicotinate). Isolated yield 349.7%. As a reaction SMILES: [CH3:1][N:2]1[C:10]([C:11]2[CH:16]=[CH:15][CH:14]=[CH:13][CH:12]=2)=[CH:9][C:8](=[O:17])[C:4]([C:5]([OH:7])=[O:6])=[C:3]1[CH3:18].[OH-].[Na+:20]>CO>[CH3:1][N:2]1[C:10]([C:11]2[CH:16]=[CH:15][CH:14]=[CH:13][CH:12]=2)=[CH:9][C:8](=[O:17])[C:4]([C:5]([O-:7])=[O:6])=[C:3]1[CH3:18].[Na+:20] |f:1.2,4.5|. Reported procedure: 15 g (0.01617 mol) of 1,2-dimethyl-6-phenyl-4-oxonicotinic acid is suspended in 200 ml of methanol and to it there is added 2.71 g (0.0678 mol) of sodium hydroxide pellets. The solution formed is concentrated in vacuo to afford 15 g (92% yield) of product. Starting materials: CCCCC1CCNCC1, CC#N, Cc1cccc2c1CCC(=O)N2CCCCl, [K+], [K+], O=C([O-])[O-]. Yields the product CCCCC1CCN(CCCN2C(=O)CCc3c(C)cccc32)CC1. As a reaction SMILES: [CH2:17]([CH2:18][CH2:19][CH3:20])[CH:21]1[CH2:22][CH2:23][NH:24][CH2:25][CH2:26]1.[CH3:33][C:34]#[N:35].[Cl:1][CH2:2][CH2:3][CH2:4][N:5]1[C:6](=[O:16])[CH2:7][CH2:8][c:9]2[c:10]([CH3:15])[cH:11][cH:12][cH:13][c:14]21.[K+:27].[K+:28].[O-:29][C:30]([O-:31])=[O:32]>>[CH2:2]([CH2:3][CH2:4][N:5]1[C:6](=[O:16])[CH2:7][CH2:8][c:9]2[c:10]([CH3:15])[cH:11][cH:12][cH:13][c:14]21)[N:24]1[CH2:23][CH2:22][CH:21]([CH2:17][CH2:18][CH2:19][CH3:20])[CH2:26][CH2:25]1.